This data is from the Open Reaction Database (ORD), a public repository of structured organic reaction records. The task is: describe an organic reaction: reactants, conditions, products, and yield The reactants are Cl.N1=C(C=CC=C1)CC(=O)O (2-pyridylacetic acid hydrochloride), C(C1=CC=CC=C1)NCC1=CC=CC=C1 (dibenzylamine), ON1N=NC2=C1C=CC=C2 (1-hydroxybenzotriazole), C1(CCCCC1)N=C=NC1CCCCC1 (1,3-dicyclohexylcarbodiimide). Run in N1=CC=CC=C1 (pyridine). Reaction conditions: time 15 hour. Yields the product C(C1=CC=CC=C1)N(C(CC1=NC=CC=C1)=O)CC1=CC=CC=C1 (N,N-dibenzyl-2-pyridylacetamide). The yield is 64.6%. As a reaction SMILES: Cl.[N:2]1[CH:7]=[CH:6][CH:5]=[CH:4][C:3]=1[CH2:8][C:9]([OH:11])=O.[CH2:12]([NH:19][CH2:20][C:21]1[CH:26]=[CH:25][CH:24]=[CH:23][CH:22]=1)[C:13]1[CH:18]=[CH:17][CH:16]=[CH:15][CH:14]=1.ON1C2C=CC=CC=2N=N1.C1(N=C=NC2CCCCC2)CCCCC1>N1C=CC=CC=1>[CH2:20]([N:19]([CH2:12][C:13]1[CH:18]=[CH:17][CH:16]=[CH:15][CH:14]=1)[C:9](=[O:11])[CH2:8][C:3]1[CH:4]=[CH:5][CH:6]=[CH:7][N:2]=1)[C:21]1[CH:26]=[CH:25][CH:24]=[CH:23][CH:22]=1 |f:0.1|. Procedure: To a solution of 413 mg of 2-pyridylacetic acid hydrochloride, 470 mg of dibenzylamine and 321 mg of 1-hydroxybenzotriazole in 5 ml of dry pyridine was added 637 mg of 1,3-dicyclohexylcarbodiimide, and the mixture was stirred for 15 hours at room temperature. Precipitates were filtered off, the filtrate was concentrated under reduced pressure. The residue was dissolved in a 1N-hydrochloric acid and washed twice with 25 ml of diethyl ether, and then a 2N-aqueous hydroxide was added to the solutio... Starting materials: C1(CCCCC1)C1=CC=C(OC2=CC(=C(C=C2C)[N+](=O)[O-])C)C=C1 (4-(4-cyclohexylphenoxy)-2,5-dimethylnitrobenzene), O.O.[Sn](Cl)Cl (tin(II) chloride dihydrate), C(=O)(O)[O-].[Na+] (NaHCO3). The solvent is O1CCOCC1 (dioxane), Cl (hydrochloric acid). Yields the product C1(CCCCC1)C1=CC=C(OC2=CC(=C(N)C=C2C)C)C=C1 (4-(4-Cyclohexylphenoxy)-2,5-dimethylaniline). The yield is 61.5%. RXN SMILES: [CH:1]1([C:7]2[CH:24]=[CH:23][C:10]([O:11][C:12]3[C:17]([CH3:18])=[CH:16][C:15]([N+:19]([O-])=O)=[C:14]([CH3:22])[CH:13]=3)=[CH:9][CH:8]=2)[CH2:6][CH2:5][CH2:4][CH2:3][CH2:2]1.O.O.[Sn](Cl)Cl.C([O-])(O)=O.[Na+]>O1CCOCC1.Cl>[CH:1]1([C:7]2[CH:24]=[CH:23][C:10]([O:11][C:12]3[C:17]([CH3:18])=[CH:16][C:15]([NH2:19])=[C:14]([CH3:22])[CH:13]=3)=[CH:9][CH:8]=2)[CH2:2][CH2:3][CH2:4][CH2:5][CH2:6]1 |f:1.2.3,4.5|. Reported procedure: A solution of 0.49 g (1.5 mmol) of 4-(4-cyclohexylphenoxy)-2,5-dimethylnitrobenzene in 7 ml of dioxane and 7 ml of hydrochloric acid is admixed with 1.01 g (4.5 mmol) of tin(II) chloride dihydrate at room temperature and the mixture is then refluxed for 2 h. It is cooled to room temperature, neutralized with aqueous NaHCO3 and extracted repeatedly with dichloromethane, and the extracts are dried over Na2SO4 and filtered, and the solvent is removed under reduced pressure. This is followed by puri... The reactants are COC=1C=C(/C=C/C=O)C=CC1OCC=1N=C(OC1)C1=CC=CC=C1 ((E)-3-methoxy-4-(2-phenyl-4-oxazolylmethoxy)cinnamaldehyde), S1C(NC(C1)=O)=O (2,4-thiazolidinedione). The product is COC=1C=C(C=CC=C2C(NC(S2)=O)=O)C=CC1OCC=1N=C(OC1)C1=CC=CC=C1 (5-[3-methoxy-4-(2-phenyl-4-oxazolylmethoxy)cinnamylidene]-2,4-thiazolidinedione). Yield: 57.0%. RXN SMILES: [CH3:1][O:2][C:3]1[CH:4]=[C:5]([CH:10]=[CH:11][C:12]=1[O:13][CH2:14][C:15]1[N:16]=[C:17]([C:20]2[CH:25]=[CH:24][CH:23]=[CH:22][CH:21]=2)[O:18][CH:19]=1)/[CH:6]=[CH:7]/[CH:8]=O.[S:26]1[CH2:30][C:29](=[O:31])[NH:28][C:27]1=[O:32]>>[CH3:1][O:2][C:3]1[CH:4]=[C:5]([CH:10]=[CH:11][C:12]=1[O:13][CH2:14][C:15]1[N:16]=[C:17]([C:20]2[CH:25]=[CH:24][CH:23]=[CH:22][CH:21]=2)[O:18][CH:19]=1)[CH:6]=[CH:7][CH:8]=[C:30]1[S:26][C:27](=[O:32])[NH:28][C:29]1=[O:31]. Procedure details: According to the same manner as that described in Example 1, (E)-3-methoxy-4-(2-phenyl-4-oxazolylmethoxy)cinnamaldehyde was condensed with 2,4-thiazolidinedione to give 5-[3-methoxy-4-(2-phenyl-4-oxazolylmethoxy)cinnamylidene]-2,4-thiazolidinedione (yield: 57%). This product was recrystallized from chloroform-methanol. Yellow needles, mp: 230-231° C. Starting materials: CC(C)(C)c1cc(C=C2SC(=S)NC2=O)cc(C(C)(C)C)c1O, Cc1ccccc1. The product is CC(C)(C)c1cc(CC2SC(=S)NC2=O)cc(C(C)(C)C)c1O. Reaction SMILES: [CH3:1][C:2]([CH3:3])([CH3:4])[c:5]1[cH:6][c:7]([CH:16]=[C:17]2[C:18](=[O:23])[NH:19][C:20](=[S:22])[S:21]2)[cH:8][c:9]([C:12]([CH3:13])([CH3:14])[CH3:15])[c:10]1[OH:11].[CH3:24][c:25]1[cH:26][cH:27][cH:28][cH:29][cH:30]1>>[CH3:1][C:2]([CH3:3])([CH3:4])[c:5]1[cH:6][c:7]([CH2:16][CH:17]2[C:18](=[O:23])[NH:19][C:20](=[S:22])[S:21]2)[cH:8][c:9]([C:12]([CH3:13])([CH3:14])[CH3:15])[c:10]1[OH:11]. The reactants are BrC1=C(C=CC2=C1C(=NC(C(N2C)=O)(C)C)C2=C(C=CC=C2)Cl)N=C=O ([6-bromo-5-(o-chlorophenyl)-2,3-dihydro-1,3,3-trimethyl-2-oxo-1H-1,4-benzodiazepin-7-yl]isocyanate), BrC1=C(C=CC2=C1C(=NC(C(N2C)=O)(C)C)C2=C(C=CC=C2)Cl)NC(=O)NCCO (1-[6-bromo-5-(o-chlorophenyl)-2,3-dihydro-1,3,3-trimethyl-2-oxo-1H-1,4-benzodiazepin-7yl]-3-(2-hydroxyethyl)urea). The solvent is CC(=O)C.CCOCC (acetone ether). Yields the product NC=1C=CC2=C(C(=NC(C(N2C)=O)(C)C)C2=C(C=CC=C2)Cl)C1Br (7-amino-6-bromo-5-(o-chlorophenyl)-1,3-dihydro-1,3,3-trimethyl-2H-1,4-benzodiazepin-2-one). As a reaction SMILES: [Br:1][C:2]1[C:7]2[C:8]([C:17]3[CH:22]=[CH:21][CH:20]=[CH:19][C:18]=3[Cl:23])=[N:9][C:10]([CH3:16])([CH3:15])[C:11](=[O:14])[N:12]([CH3:13])[C:6]=2[CH:5]=[CH:4][C:3]=1[N:24]=C=O.BrC1C2C(C3C=CC=CC=3Cl)=NC(C)(C)C(=O)N(C)C=2C=CC=1NC(NCCO)=O>CC(C)=O.CCOCC>[NH2:24][C:3]1[CH:4]=[CH:5][C:6]2[N:12]([CH3:13])[C:11](=[O:14])[C:10]([CH3:16])([CH3:15])[N:9]=[C:8]([C:17]3[CH:22]=[CH:21][CH:20]=[CH:19][C:18]=3[Cl:23])[C:7]=2[C:2]=1[Br:1] |f:2.3|. Reported procedure: From 4.5 g (0.011 mol) of 7-amino-6-bromo-5-(o-chlorophenyl)-1,3-dihydro-1,3,3-trimethyl-2H-1,4-benzodiazepin-2-one there is obtained, in analogy to the details in Example 4, via [6-bromo-5-(o-chlorophenyl)-2,3-dihydro-1,3,3-trimethyl-2-oxo-1H-1,4-benzodiazepin-7-yl]isocyanate, 1-[6-bromo-5-(o-chlorophenyl)-2,3-dihydro-1,3,3-trimethyl-2-oxo-1H-1,4-benzodiazepin-7yl]-3-(2-hydroxyethyl)urea of melting point 214°-218° (acetone/ether).